Dataset: the Open Reaction Database (ORD), a public repository of structured organic reaction records. Task: describe an organic reaction: reactants, conditions, products, and yield Starting materials: needles, ClC1=C2N=CN(C2=NC=N1)CC1=C(C=CC=C1Cl)Cl (6-Chloro-9-(2,6-dichlorobenzyl)purine), C(C)NCC (diethylamine). Solvent: CO (methanol). The product is ClC1=C(CN2C3=NC=NC(=C3N=C2)N(CC)CC)C(=CC=C1)Cl (9-(2,6-dichlorobenzyl)-6-diethylaminopurine). Isolated yield 60.4%. Reaction SMILES: Cl[C:2]1[N:10]=[CH:9][N:8]=[C:7]2[C:3]=1[N:4]=[CH:5][N:6]2[CH2:11][C:12]1[C:17]([Cl:18])=[CH:16][CH:15]=[CH:14][C:13]=1[Cl:19].[CH2:20]([NH:22][CH2:23][CH3:24])[CH3:21]>CO>[Cl:19][C:13]1[CH:14]=[CH:15][CH:16]=[C:17]([Cl:18])[C:12]=1[CH2:11][N:6]1[CH:5]=[N:4][C:3]2[C:7]1=[N:8][CH:9]=[N:10][C:2]=2[N:22]([CH2:23][CH3:24])[CH2:20][CH3:21]. Reported procedure: 6-Chloro-9-(2,6-dichlorobenzyl)purine (314 mg), 365 mg of diethylamine and 25 ml of methanol were treated in the same manner as Example 2, whereby 212 mg (yield 61%) of 9-(2,6-dichlorobenzyl)-6-diethylaminopurine was obtained as needles melting at 140°-141° C. The reactants are BrC=1C(=NC=C(C(=O)NC2=CC=C(C=C2)OC(F)(F)Cl)C1)N(C)CCO (5-bromo-N-(4-(chlorodifluoromethoxy)phenyl)-6-((2-hydroxyethyl)(methyl)amino)nicotinamide), CC1(OB(OC1(C)C)C=1C=NC=C(C#N)C1)C (5-(4,4,5,5-tetramethyl-1,3,2-dioxaborolan-2-yl)nicotinonitrile). The product is ClC(OC1=CC=C(C=C1)NC(=O)C=1C=C(C(=NC1)N(C)CCO)C=1C=NC=C(C1)C#N)(F)F (N-(4-(Chlorodifluoromethoxy)phenyl)-5′-cyano-2-((2-hydroxyethyl)(methyl)amino)-[3,3′-bipyridine]-5-carboxamide). Reaction SMILES: Br[C:2]1[C:3]([N:22]([CH2:24][CH2:25][OH:26])[CH3:23])=[N:4][CH:5]=[C:6]([CH:21]=1)[C:7]([NH:9][C:10]1[CH:15]=[CH:14][C:13]([O:16][C:17]([Cl:20])([F:19])[F:18])=[CH:12][CH:11]=1)=[O:8].CC1(C)C(C)(C)OB([C:35]2[CH:36]=[N:37][CH:38]=[C:39]([CH:42]=2)[C:40]#[N:41])O1>>[Cl:20][C:17]([F:19])([F:18])[O:16][C:13]1[CH:14]=[CH:15][C:10]([NH:9][C:7]([C:6]2[CH:21]=[C:2]([C:35]3[CH:36]=[N:37][CH:38]=[C:39]([C:40]#[N:41])[CH:42]=3)[C:3]([N:22]([CH2:24][CH2:25][OH:26])[CH3:23])=[N:4][CH:5]=2)=[O:8])=[CH:11][CH:12]=1. Procedure details: The title compound was prepared in an analogous fashion to that described in Example 151 using 5-bromo-N-(4-(chlorodifluoromethoxy)phenyl)-6-((2-hydroxyethyl)(methyl)amino)nicotinamide (Stage 179.1) and 5-(4,4,5,5-tetramethyl-1,3,2-dioxaborolan-2-yl)nicotinonitrile to afford a yellow solid. UPLC-MS (Condition 3) tR=1.05 min, m/z=474.3 [M+H]+, m/z=472.3 [M−H]−; 1H-NMR (400 MHz, DMSO-d6) δ ppm 2.70 (s, 3H) 3.48 (d, J=5.38 Hz, 2H) 3.56 (d, J=5.38 Hz, 2H) 4.66 (br. s, 1H) 7.36 (d, J=9.05 Hz, 2H) 7.8... Reactants: ClC1=NC=CC(=C1)C#CC=1N=C(NC1)C (2-chloro-4-(2-methyl-1H-imidazol-4-ylethynyl)-pyridine), BrCC(C)C (1-bromo-2-methylpropane). The product is ClC1=NC=CC(=C1)C#CC=1N=C(N(C1)CC(C)C)C (2-Chloro-4-(1-isobutyl-2-methyl-1H-imidazol-4-ylethynyl)-pyridine). As a reaction SMILES: [Cl:1][C:2]1[CH:7]=[C:6]([C:8]#[C:9][C:10]2[N:11]=[C:12]([CH3:15])[NH:13][CH:14]=2)[CH:5]=[CH:4][N:3]=1.Br[CH2:17][CH:18]([CH3:20])[CH3:19]>>[Cl:1][C:2]1[CH:7]=[C:6]([C:8]#[C:9][C:10]2[N:11]=[C:12]([CH3:15])[N:13]([CH2:17][CH:18]([CH3:20])[CH3:19])[CH:14]=2)[CH:5]=[CH:4][N:3]=1. Procedure details: The title compound, MS: m/e=274.1 (M+H+), was prepared in accordance with the general method of example 1 from 2-chloro-4-(2-methyl-1H-imidazol-4-ylethynyl)-pyridine and 1-bromo-2-methylpropane. Starting materials: ClC1=C(C=CC=2C(N(CCOC21)C)=O)OC=2C=C(C(=O)NC1=NN(C=C1)CC)C=C(C2)O[C@H](COC)C (3-[(9-chloro-4-methyl-5-oxo-2,3,4,5-tetrahydro-1,4-benzoxazepin-8-yl)oxy]-N-(1-ethyl-1H-pyrazol-3-yl)-5-{[(1S)-1-methyl-2-(methyloxy)ethyl]oxy}benzamide), C[Si](C)(C)I (trimethylsilyl iodide), S(=S)(=O)([O-])[O-].[Na+].[Na+] (Sodium thiosulphate). The solvent is C(C)#N (acetonitrile). Conditions: time 3 hour. Product: ClC1=C(C=CC=2C(N(CCOC21)C)=O)OC=2C=C(C(=O)NC1=NN(C=C1)CC)C=C(C2)O[C@H](CO)C (3-[(9-Chloro-4-methyl-5-oxo-2,3,4,5-tetrahydro-1,4-benzoxazepin-8-yl)oxy]-N-(1-ethyl-1H-pyrazol-3-yl)-5-{[(1S)-2-hydroxy-1-methylethyl]oxy}benzamide). The yield is 78.4%. As a reaction SMILES: [Cl:1][C:2]1[C:12]2[O:11][CH2:10][CH2:9][N:8]([CH3:13])[C:7](=[O:14])[C:6]=2[CH:5]=[CH:4][C:3]=1[O:15][C:16]1[CH:17]=[C:18]([CH:29]=[C:30]([O:32][C@@H:33]([CH3:37])[CH2:34][O:35]C)[CH:31]=1)[C:19]([NH:21][C:22]1[CH:26]=[CH:25][N:24]([CH2:27][CH3:28])[N:23]=1)=[O:20].C[Si](I)(C)C.S([O-])([O-])(=O)=S.[Na+].[Na+]>C(#N)C>[Cl:1][C:2]1[C:12]2[O:11][CH2:10][CH2:9][N:8]([CH3:13])[C:7](=[O:14])[C:6]=2[CH:5]=[CH:4][C:3]=1[O:15][C:16]1[CH:17]=[C:18]([CH:29]=[C:30]([O:32][C@@H:33]([CH3:37])[CH2:34][OH:35])[CH:31]=1)[C:19]([NH:21][C:22]1[CH:26]=[CH:25][N:24]([CH2:27][CH3:28])[N:23]=1)=[O:20] |f:2.3.4|. Reported procedure: A solution of 3-[(9-chloro-4-methyl-5-oxo-2,3,4,5-tetrahydro-1,4-benzoxazepin-8-yl)oxy]-N-(1-ethyl-1H-pyrazol-3-yl)-5-{[(1S)-1-methyl-2-(methyloxy)ethyl]oxy}benzamide (300 mg, 0.57 mmol) in acetonitrile (10 mL) was treated with trimethylsilyl iodide (0.404 mL) and stirred at RT under argon for 3 hours. Sodium thiosulphate solution (30 mL) was added to quench the reaction and mixture was extracted with ethyl acetate (3×30 mL). The combined organic extracts were dried (MgSO4), filtered and evapora... Reactants: [Si](C)(C)(C(C)(C)C)OC1(O)C[C@@H]([C@H](O)[C@@H](O1)C)NC(C(F)(F)F)=O (1-t-butyl dimethylsilyloxy-3-trifluoroacetamido-2,3,6-trideoxy-L-lyxohexopyranose), N1=C(C=C(C=C1C)C)C (collidine), BrCC(=O)Br (bromoacetylbromide), ClCl (Cl2). The solvent is C(Cl)Cl (CH2Cl2), O (water). Reaction conditions: time 1 hour. Yields the product [Si](C)(C)(C(C)(C)C)OC1(O)C[C@@H]([C@H](OC(CBr)=O)[C@@H](O1)C)NC(C(F)(F)F)=O (1-t-Butyl dimethylsilyloxy-3-trifluoroacetamido-4-O-bromoacetyl-2,3,6-trideoxy-L-lyxohexopyranose). The yield is 85.4%. Reaction SMILES: [Si:1]([O:8][C:9]1([O:16][C@@H:15]([CH3:17])[C@@H:13]([OH:14])[C@@H:12]([NH:18][C:19](=[O:24])[C:20]([F:23])([F:22])[F:21])[CH2:11]1)[OH:10])([C:4]([CH3:7])([CH3:6])[CH3:5])([CH3:3])[CH3:2].N1C(C)=CC(C)=CC=1C.[Br:34][CH2:35][C:36](Br)=[O:37].ClCl>C(Cl)Cl.O>[Si:1]([O:8][C:9]1([O:16][C@@H:15]([CH3:17])[C@@H:13]([O:14][C:36](=[O:37])[CH2:35][Br:34])[C@@H:12]([NH:18][C:19](=[O:24])[C:20]([F:22])([F:21])[F:23])[CH2:11]1)[OH:10])([C:4]([CH3:7])([CH3:5])[CH3:6])([CH3:3])[CH3:2]. Procedure details: To a stirred solution of 1-t-butyl dimethylsilyloxy-3-trifluoroacetamido-2,3,6-trideoxy-L-lyxohexopyranose (81 mg, 0.18 mmol) in CH2Cl2 (2 ml) at 0° C. were added collidine (47 μl, 0.36 mmol), and bromoacetylbromide (24 μl, 0.27 mmol). After 1 hour, the reaction mixture was worked up with CH2 Cl2 and water. The organic layer was washed with brine and dried over MgSO4. The solvent was evaporated to give the titled compound (76 mg, 74%). Starting materials: [BH4-], CO, CCCCCCCCCN(C)CCCCCC1Cc2cc(O)ccc2C2C(F)CC3(C)C(=O)CCC3C12, [Na+]. Yields the product CCCCCCCCCN(C)CCCCCC1Cc2cc(O)ccc2C2C(F)CC3(C)C(O)CCC3C12. As a reaction SMILES: [BH4-:38].[CH3:40][OH:41].[F:1][CH:2]1[CH:3]2[c:4]3[cH:5][cH:6][c:7]([OH:37])[cH:8][c:9]3[CH2:10][CH:11]([CH2:21][CH2:22][CH2:23][CH2:24][CH2:25][N:26]([CH2:27][CH2:28][CH2:29][CH2:30][CH2:31][CH2:32][CH2:33][CH2:34][CH3:35])[CH3:36])[CH:12]2[CH:13]2[CH2:14][CH2:15][C:16](=[O:20])[C:17]2([CH3:18])[CH2:19]1.[Na+:39]>>[F:1][CH:2]1[CH:3]2[c:4]3[cH:5][cH:6][c:7]([OH:37])[cH:8][c:9]3[CH2:10][CH:11]([CH2:21][CH2:22][CH2:23][CH2:24][CH2:25][N:26]([CH2:27][CH2:28][CH2:29][CH2:30][CH2:31][CH2:32][CH2:33][CH2:34][CH3:35])[CH3:36])[CH:12]2[CH:13]2[CH2:14][CH2:15][CH:16]([OH:20])[C:17]2([CH3:18])[CH2:19]1. Starting materials: C(C1=CC=CC=C1)=O (benzaldehyde), C(#N)C=1C=C(CNC=2C=C3C(NC(=NC3=CC2)N2N=CC(=C2)C(=O)O)=O)C=CC1 (1-[6-(3-cyano-benzylamino)-4-oxo-3,4-dihydro-quinazolin-2-yl]-1H-pyrazole-4-carboxylic acid), C(N)(=O)C=1C=C(CNC=2C=C3C(NC(=NC3=CC2)N2N=CC(=C2)C(=O)O)=O)C=CC1 (1-[6-(3-carbamoyl-benzylamino)-4-oxo-3,4-dihydro-quinazolin-2-yl]-1H-pyrazole-4-carboxylic acid). Yields the product NC=1C=C2C(NC(=NC2=CC1)N1N=CC(=C1)C(=O)O)=O (1-[6-amino-4-oxo-3,4-dihydro-quinazolin-2-yl]-1H-pyrazole-4-carboxylic acid). Reaction SMILES: C(=O)C1C=CC=CC=1.C(C1C=C(C=CC=1)C[NH:15][C:16]1[CH:17]=[C:18]2[C:23](=[CH:24][CH:25]=1)[N:22]=[C:21]([N:26]1[CH:30]=[C:29]([C:31]([OH:33])=[O:32])[CH:28]=[N:27]1)[NH:20][C:19]2=[O:34])#N.C(C1C=C(C=CC=1)CNC1C=C2C(=CC=1)N=C(N1C=C(C(O)=O)C=N1)NC2=O)(=O)N>>[NH2:15][C:16]1[CH:17]=[C:18]2[C:23](=[CH:24][CH:25]=1)[N:22]=[C:21]([N:26]1[CH:30]=[C:29]([C:31]([OH:33])=[O:32])[CH:28]=[N:27]1)[NH:20][C:19]2=[O:34]. Procedure: The titled compound was prepared in a manner analogous to Example 171, substituting 3-cyanobenzaldehyde for benzaldehyde in step A. Step C yielded a mixture of 1-[6-(3-cyano-benzylamino)-4-oxo-3,4-dihydro-quinazolin-2-yl]-1H-pyrazole-4-carboxylic acid, 1-[6-(3-carbamoyl-benzylamino)-4-oxo-3,4-dihydro-quinazolin-2-yl]-1H-pyrazole-4-carboxylic acid, and the titled compound. The mixture was separated by reverse-phase HPLC; the titled compound was recovered as the trifluoroacetate salt. Reactants: CCOC(=O)C=P(c1ccccc1)(c1ccccc1)c1ccccc1, O=Cc1ccc(NC2CCCN(Cc3ccccc3)C2)nc1, C1CCOC1. The product is CCOC(=O)C=Cc1ccc(NC2CCCN(Cc3ccccc3)C2)nc1. Reaction SMILES: [C:23](=[O:24])([O:25][CH2:26][CH3:27])[CH:28]=[P:29]([c:30]1[cH:31][cH:32][cH:33][cH:34][cH:35]1)([c:36]1[cH:37][cH:38][cH:39][cH:40][cH:41]1)[c:42]1[cH:43][cH:44][cH:45][cH:46][cH:47]1.[CH2:1]([c:2]1[cH:3][cH:4][cH:5][cH:6][cH:7]1)[N:8]1[CH2:9][CH:10]([NH:14][c:15]2[n:16][cH:17][c:18]([CH:19]=[O:20])[cH:21][cH:22]2)[CH2:11][CH2:12][CH2:13]1.[O:48]1[CH2:49][CH2:50][CH2:51][CH2:52]1>>[CH2:1]([c:2]1[cH:3][cH:4][cH:5][cH:6][cH:7]1)[N:8]1[CH2:9][CH:10]([NH:14][c:15]2[n:16][cH:17][c:18]([CH:19]=[CH:28][C:23](=[O:24])[O:25][CH2:26][CH3:27])[cH:21][cH:22]2)[CH2:11][CH2:12][CH2:13]1. The reactants are CN(C)c1cc(NC(=O)OC(C)(C)C)c(NC(=O)CC(=O)c2ccnc(C#N)c2)cc1Cl, ClCCl, O=C(O)C(F)(F)F. Product: CN(C)c1cc2c(cc1Cl)NC(=O)CC(c1ccnc(C#N)c1)=N2. Reaction SMILES: [C:1]([O:2][C:3](=[O:4])[NH:7][c:8]1[c:9]([NH:18][C:19]([CH2:20][C:21](=[O:5])[c:23]2[cH:24][c:25]([C:29]#[N:30])[n:26][cH:27][cH:28]2)=[O:31])[cH:10][c:11]([Cl:17])[c:12]([N:14]([CH3:15])[CH3:16])[cH:13]1)([CH3:6])([CH3:22])[CH3:32].[Cl:40][CH2:41][Cl:42].[F:33][C:34]([F:35])([F:36])[C:37]([OH:38])=[O:39]>>[N:7]1=[C:21]([c:23]2[cH:24][c:25]([C:29]#[N:30])[n:26][cH:27][cH:28]2)[CH2:20][C:19](=[O:31])[NH:18][c:9]2[c:8]1[cH:13][c:12]([N:14]([CH3:15])[CH3:16])[c:11]([Cl:17])[cH:10]2.